From a dataset of the Open Reaction Database (ORD), a public repository of structured organic reaction records. describe an organic reaction: reactants, conditions, products, and yield Reactants: [Br-], C1CCOC1, CCOC(C)=O, CCOCC, [Mg+]C1CC1, O=Cc1ccc(Cl)cc1Cl, O. The product is OC(c1ccc(Cl)cc1Cl)C1CC1. Reaction SMILES: [Br-:1].[CH2:23]1[O:24][CH2:25][CH2:26][CH2:27]1.[CH3:17][CH2:18][O:19][C:20](=[O:21])[CH3:22].[CH3:28][CH2:29][O:30][CH2:31][CH3:32].[CH:2]1([Mg+:5])[CH2:3][CH2:4]1.[Cl:6][c:7]1[c:8]([CH:9]=[O:10])[cH:11][cH:12][c:13]([Cl:15])[cH:14]1.[OH2:16]>>[CH:2]1([CH:9]([c:8]2[c:7]([Cl:6])[cH:14][c:13]([Cl:15])[cH:12][cH:11]2)[OH:10])[CH2:3][CH2:4]1.